From a dataset of the Open Reaction Database (ORD), a public repository of structured organic reaction records. describe an organic reaction: reactants, conditions, products, and yield Starting materials: O=C([O-])[O-], CN(C)C=O, COc1cc(CCl)ccc1OCc1nc(-c2ccccc2)oc1C, [K+], [K+], O, COC(=O)Cc1cn(-c2ccccc2)nc1O. The product is COC(=O)Cc1cn(-c2ccccc2)nc1OCc1ccc(OCc2nc(-c3ccccc3)oc2C)c(OC)c1. Reaction SMILES: [C:42](=[O:43])([O-:44])[O-:45].[CH3:48][N:49]([CH3:50])[CH:51]=[O:52].[Cl:18][CH2:19][c:20]1[cH:21][c:22]([O:40][CH3:41])[c:23]([O:24][CH2:25][c:26]2[n:27][c:28](-[c:32]3[cH:33][cH:34][cH:35][cH:36][cH:37]3)[o:29][c:30]2[CH3:31])[cH:38][cH:39]1.[K+:46].[K+:47].[OH2:53].[OH:1][c:2]1[n:3][n:4](-[c:12]2[cH:13][cH:14][cH:15][cH:16][cH:17]2)[cH:5][c:6]1[CH2:7][C:8](=[O:9])[O:10][CH3:11]>>[O:1]([c:2]1[n:3][n:4](-[c:12]2[cH:13][cH:14][cH:15][cH:16][cH:17]2)[cH:5][c:6]1[CH2:7][C:8](=[O:9])[O:10][CH3:11])[CH2:19][c:20]1[cH:21][c:22]([O:40][CH3:41])[c:23]([O:24][CH2:25][c:26]2[n:27][c:28](-[c:32]3[cH:33][cH:34][cH:35][cH:36][cH:37]3)[o:29][c:30]2[CH3:31])[cH:38][cH:39]1. The reactants are [Al+3], C1CCOC1, [H-], [H-], [H-], [H-], [Li+], O=C1COCc2ccccc2N1, [Na+], [OH-], O. Yields the product c1ccc2c(c1)COCCN2. Reaction SMILES: [Al+3:14].[CH2:22]1[O:23][CH2:24][CH2:25][CH2:26]1.[H-:13].[H-:16].[H-:17].[H-:18].[Li+:15].[NH:1]1[C:2](=[O:12])[CH2:3][O:4][CH2:5][c:6]2[c:7]1[cH:8][cH:9][cH:10][cH:11]2.[Na+:21].[OH-:20].[OH2:19]>>[NH:1]1[CH2:2][CH2:3][O:4][CH2:5][c:6]2[c:7]1[cH:8][cH:9][cH:10][cH:11]2. Reactants: C=CCI, CCCCC1CCc2cc(OC)ccc2C1=O, [H-], [Na+], CN(C)C=O. Yields the product C=CCC1(CCCC)CCc2cc(OC)ccc2C1=O. As a reaction SMILES: [CH2:20]([CH:21]=[CH2:22])[I:23].[CH2:3]([CH2:4][CH2:5][CH3:6])[CH:7]1[C:8](=[O:19])[c:9]2[cH:10][cH:11][c:12]([O:17][CH3:18])[cH:13][c:14]2[CH2:15][CH2:16]1.[H-:2].[Na+:1].[O:24]=[CH:25][N:26]([CH3:27])[CH3:28]>>[CH2:3]([CH2:4][CH2:5][CH3:6])[C:7]1([CH2:22][CH:21]=[CH2:20])[C:8](=[O:19])[c:9]2[cH:10][cH:11][c:12]([O:17][CH3:18])[cH:13][c:14]2[CH2:15][CH2:16]1. Starting materials: S1C(=NN=C1)NC(=S)N (1,3,4-thiadiazol-2-ylthiourea), C(C)O (ethanol), Cl (hydrochloric acid). As a reaction SMILES: [S:1]1[CH:5]=[N:4][N:3]=[C:2]1[NH:6][C:7]([NH2:9])=[S:8].Cl.[CH2:11](O)C>[OH-].[Na+].CI>[S:1]1[CH:5]=[N:4][N:3]=[C:2]1[N:6]=[C:7]([S:8][CH3:11])[NH2:9] |f:3.4|. Run at temperature 40 celsius. Product: S1C(=NN=C1)N=C(N)SC (N'-1,3,4-thiadiazol-2-ylcarbamimidothioic acid, methyl ester). The solvent is [OH-].[Na+] (sodium hydroxide), CI (methyl iodide). Reported procedure: A mixture of 4.8 g of 1,3,4-thiadiazol-2-ylthiourea (from Example 1B) in 45 ml of lN sodium hydroxide, 15 ml of ethanol and 4 ml of methyl iodide was heated at 40° C for ten minutes. The mixture was acidified by adding 50 ml of lN hydrochloric acid. The reaction mixture was concentrated by evaporation under reduced pressure. The precipitated solid was collected by filtration and dried to give 3.02 g of N'-1,3,4-thiadiazol-2-ylcarbamimidothioic acid, methyl ester. m.p. 116-117° C.